describe an organic reaction: reactants, conditions, products, and yield From a dataset of the Open Reaction Database (ORD), a public repository of structured organic reaction records. Reactants: C(C)(C)(C)OC(=O)NC(C(C)(C)SCC1=CC=C(C=C1)OC)C(=O)N1CCC(CC1)C (N-t-Butoxycarbonyl-2-p-methoxybenzylthio-2-methyl-1-(4-methylpiperidino)carbonylpropylamine), O1CCOCC1 (dioxane). Run in Cl (hydrogen chloride). Run at time 8 hour. Product: COC1=CC=C(CSC(C(C(=O)N2CCC(CC2)C)N)(C)C)C=C1 (2-p-Methoxybenzylthio-2-methyl-1-(4-methylpiperidino)carbonylpropylamine). Isolated yield 109.8%. As a reaction SMILES: C(OC([NH:8][CH:9]([C:23]([N:25]1[CH2:30][CH2:29][CH:28]([CH3:31])[CH2:27][CH2:26]1)=[O:24])[C:10]([S:13][CH2:14][C:15]1[CH:20]=[CH:19][C:18]([O:21][CH3:22])=[CH:17][CH:16]=1)([CH3:12])[CH3:11])=O)(C)(C)C.O1CCOCC1>Cl>[CH3:22][O:21][C:18]1[CH:19]=[CH:20][C:15]([CH2:14][S:13][C:10]([CH3:11])([CH3:12])[CH:9]([NH2:8])[C:23]([N:25]2[CH2:26][CH2:27][CH:28]([CH3:31])[CH2:29][CH2:30]2)=[O:24])=[CH:16][CH:17]=1. Reported procedure: Compound (29) (36.0 g; 80.0 mmol) was dissolved in a 4N hydrogen chloride solution in dioxane (400 ml; 1600 mmol) under cooling, and the resulting mixture was stirred at room temperature overnight. The reaction mixture was concentrated and washed with petroleum ether by decantation, followed by concentration to give Compound (30) (HCl salt) (30.8 g; yield, 100%). Reactants: ClC1=C(C(=O)O)C=CC=C1Cl (2,3-dichlorobenzoic acid), NCC1(CCC(CC1)(F)F)C=1C=CC(=NC1)C(C)(C)O (2-[5-(1-aminomethyl-4,4-difluoro-cyclohexyl)-pyridin-2-yl]-propan-2-ol). The product is ClC1=C(C(=O)NCC2(CCC(CC2)(F)F)C=2C=NC(=CC2)C(C)(C)O)C=CC=C1Cl (2,3-Dichloro-N-[[4,4-difluoro-1-[6-(1-hydroxy-1-methyl-ethyl)-3-pyridyl]cyclohexyl]methyl]benzamide). As a reaction SMILES: [Cl:1][C:2]1[C:10]([Cl:11])=[CH:9][CH:8]=[CH:7][C:3]=1[C:4]([OH:6])=O.[NH2:12][CH2:13][C:14]1([C:22]2[CH:23]=[CH:24][C:25]([C:28]([OH:31])([CH3:30])[CH3:29])=[N:26][CH:27]=2)[CH2:19][CH2:18][C:17]([F:21])([F:20])[CH2:16][CH2:15]1>>[Cl:1][C:2]1[C:10]([Cl:11])=[CH:9][CH:8]=[CH:7][C:3]=1[C:4]([NH:12][CH2:13][C:14]1([C:22]2[CH:27]=[N:26][C:25]([C:28]([OH:31])([CH3:29])[CH3:30])=[CH:24][CH:23]=2)[CH2:19][CH2:18][C:17]([F:21])([F:20])[CH2:16][CH2:15]1)=[O:6]. Reported procedure: From 2,3-dichlorobenzoic acid and 2-[5-(1-aminomethyl-4,4-difluoro-cyclohexyl)-pyridin-2-yl]-propan-2-ol. LCMS (MH+): m/z=457.1, tR (minutes, Method F)=1.97 The reactants are C(C1=CC=CC=C1)OC=1C(CC(=NC1)CCl)=O (5-benzyloxy-2-chloromethyl-4-pyridone), C1(=CC=CC=C1)P(C1=CC=CC=C1)C1=CC=CC=C1 (triphenylphosphine), C(C)(=O)OCC (ethyl acetate). The solvent is CN(C=O)C (N,N-dimethylformamide). Run at time 3 hour. The product is C(C1=CC=CC=C1)OC=1C(CC(=NC1)C=C)=O (5-benzyloxy-2-vinyl-4-pyridone). Yield: 66.2%. As a reaction SMILES: [CH2:1]([O:8][C:9]1[C:10](=[O:17])[CH2:11][C:12]([CH2:15]Cl)=[N:13][CH:14]=1)[C:2]1[CH:7]=[CH:6][CH:5]=[CH:4][CH:3]=1.[C:18]1(P(C2C=CC=CC=2)C2C=CC=CC=2)C=CC=CC=1.C(OCC)(=O)C>CN(C)C=O>[CH2:1]([O:8][C:9]1[C:10](=[O:17])[CH2:11][C:12]([CH:15]=[CH2:18])=[N:13][CH:14]=1)[C:2]1[CH:7]=[CH:6][CH:5]=[CH:4][CH:3]=1. Procedure details: A solution of 5-benzyloxy-2-chloromethyl-4-pyridone (10.0 g) and triphenylphosphine (10.5 g) in N,N-dimethylformamide (50 ml) was stirred for 5 hours at 90°-100° C. The resulting mixture was poured into ethyl acetate (800 ml). The precipitate was collected by filtration, washed with ethyl acetate and dissolved in dichloromethane (500 ml). To the solution were added water (300 ml) and 38% aqueous formaldehyde (100 ml). The mixture was adjusted to pH 10-10.5 with potassium carbonate. After being s... The reactants are C(C(=O)Cl)(=O)Cl (Oxalyl chloride), CC(C)(C)C=1C=C(C(=O)O)C=C(C1O)C(C)(C)C (3,5-bis(1,1-dimethyethyl)-4-hydroxybenzoic acid), NNC(=S)N (thiosemicarbazide). Solvent: C(Cl)Cl (methylene chloride), CN(C=O)C (N,N-dimethylformamide), O1CCCC1 (tetrahydrofuran). Reaction conditions: time 1 hour. The product is CC(C)(C)C=1C=C(C(=O)NNC(N)=S)C=C(C1O)C(C)(C)C (2-[3,5-bis(1,1-dimethylethyl)-4-hydroxybenzoyl]hydrazinecarbothioamide). Yield: 92.2%. As a reaction SMILES: C(Cl)(=O)C(Cl)=O.[CH3:7][C:8]([C:11]1[CH:12]=[C:13]([CH:17]=[C:18]([C:21]([CH3:24])([CH3:23])[CH3:22])[C:19]=1[OH:20])[C:14](O)=[O:15])([CH3:10])[CH3:9].[NH2:25][NH:26][C:27]([NH2:29])=[S:28]>C(Cl)Cl.CN(C)C=O.O1CCCC1>[CH3:7][C:8]([C:11]1[CH:12]=[C:13]([CH:17]=[C:18]([C:21]([CH3:24])([CH3:23])[CH3:22])[C:19]=1[OH:20])[C:14]([NH:25][NH:26][C:27](=[S:28])[NH2:29])=[O:15])([CH3:10])[CH3:9]. Procedure: Oxalyl chloride (11.5 g, 0.091 mole) is added dropwise to a stirred 0° C. solution of 3,5-bis(1,1-dimethyethyl)-4-hydroxybenzoic acid (15.0 g, 0.059 mole) in methylene chloride (120 ml) and N,N-dimethylformamide (0.5 ml). After one hour, the solvent is removed in vacuo. The residue is dissolved in tetrahydrofuran (70 ml) and added dropwise to a stirred 0° C. suspension of thiosemicarbazide (10.9 g, 0.120 mole) in tetrahydrofuran (300 ml). After the addition is complete the mixture is allowed to ... Starting materials: C=CCC1C=CC(=O)CC1, C[Cu]C, [Li], C1CCOC1. Yields the product C=CCC1CCC(=O)CC1C. Reaction SMILES: [CH2:5]([CH:6]=[CH2:7])[CH:8]1[CH:9]=[CH:10][C:11](=[O:14])[CH2:12][CH2:13]1.[CH3:2][Cu:3][CH3:4].[Li:1].[O:15]1[CH2:16][CH2:17][CH2:18][CH2:19]1>>[CH3:2][CH:9]1[CH:8]([CH2:5][CH:6]=[CH2:7])[CH2:13][CH2:12][C:11](=[O:14])[CH2:10]1. The reactants are CCCCCCCCCCCCCCCC(=O)OC(CCCCCCCCCCCCCCC)CC(=O)NC(CCCCNC(=O)OCc1ccccc1)C(=O)NC(C(=O)O)C(C)O, C1CCOC1, [Pd]. The product is CCCCCCCCCCCCCCCC(=O)OC(CCCCCCCCCCCCCCC)CC(=O)NC(CCCCN)C(=O)NC(C(=O)O)C(C)O. RXN SMILES: [C:1]([CH2:2][CH2:3][CH2:4][CH2:5][CH2:6][CH2:7][CH2:8][CH2:9][CH2:10][CH2:11][CH2:12][CH2:13][CH2:14][CH2:15][CH3:16])(=[O:17])[O:18][CH:19]([CH2:20][C:21](=[O:22])[NH:23][CH:24]([CH2:25][CH2:26][CH2:27][CH2:28][NH:29][C:30]([O:31][CH2:32][c:33]1[cH:34][cH:35][cH:36][cH:37][cH:38]1)=[O:39])[C:40](=[O:41])[NH:42][CH:43]([CH:44]([OH:45])[CH3:46])[C:47](=[O:48])[OH:49])[CH2:50][CH2:51][CH2:52][CH2:53][CH2:54][CH2:55][CH2:56][CH2:57][CH2:58][CH2:59][CH2:60][CH2:61][CH2:62][CH2:63][CH3:64].[O:65]1[CH2:66][CH2:67][CH2:68][CH2:69]1.[Pd:70]>>[C:1]([CH2:2][CH2:3][CH2:4][CH2:5][CH2:6][CH2:7][CH2:8][CH2:9][CH2:10][CH2:11][CH2:12][CH2:13][CH2:14][CH2:15][CH3:16])(=[O:17])[O:18][CH:19]([CH2:20][C:21](=[O:22])[NH:23][CH:24]([CH2:25][CH2:26][CH2:27][CH2:28][NH2:29])[C:40](=[O:41])[NH:42][CH:43]([CH:44]([OH:45])[CH3:46])[C:47](=[O:48])[OH:49])[CH2:50][CH2:51][CH2:52][CH2:53][CH2:54][CH2:55][CH2:56][CH2:57][CH2:58][CH2:59][CH2:60][CH2:61][CH2:62][CH2:63][CH3:64].